This data is from the Open Reaction Database (ORD), a public repository of structured organic reaction records. The task is: describe an organic reaction: reactants, conditions, products, and yield The reactants are COC(C1=CC=C(C=C1)F)=O (4-Fluorobenzoic acid methyl ester), CN1CCNCC1 (1-methyl-piperazine), C([O-])([O-])=O.[K+].[K+] (potassium carbonate). Run in C(C)#N (acetonitrile). Yields the product COC(C1=CC=C(C=C1)N1CCN(CC1)C)=O (4-(4-Methyl-piperazin-1-yl)-benzoic acid methyl ester). RXN SMILES: [CH3:1][O:2][C:3](=[O:11])[C:4]1[CH:9]=[CH:8][C:7](F)=[CH:6][CH:5]=1.[CH3:12][N:13]1[CH2:18][CH2:17][NH:16][CH2:15][CH2:14]1.C(=O)([O-])[O-].[K+].[K+]>C(#N)C>[CH3:1][O:2][C:3](=[O:11])[C:4]1[CH:9]=[CH:8][C:7]([N:16]2[CH2:17][CH2:18][N:13]([CH3:12])[CH2:14][CH2:15]2)=[CH:6][CH:5]=1 |f:2.3.4|. Procedure: 4-Fluorobenzoic acid methyl ester (34 mmol), 1-methyl-piperazine (75 mmol) and potassium carbonate (34 mmol) are suspended in acetonitrile (30 ml) and stirred under reflux for three days. After evaporation of the solvent, the residue is dissolved in water and extracted three times with ethyl acetate. The extract is dried over sodium sulfate and evaporated. The residue is purified by flash chromatography on silica gel with (CH2Cl2/MeOH=95:5) as mobile phase. The product containing fractions are c... The reactants are NC1=C(C(=NN1C1=C(C=C(C=C1Cl)C(F)(F)F)Cl)SC)C#N (5-amino-3-methylsulfanyl-1-(2,6-dichloro-4-trifluoromethylphenyl)-1H-pyrazole-4-carbonitrile), OO (hydrogen peroxide), [OH-].[NH4+] (ammonium hydroxide), CO (methanol). Solvent: O (water), O (water). Reaction conditions: time 10 hour. The product is NC1=C(C(=NN1C1=C(C=C(C=C1Cl)C(F)(F)F)Cl)SC)C(=O)N (5-Amino-3-methylsulfanyl-1-(2,6-dichloro-4-trifluoromethylphenyl)-1H-pyrazole-4-carboxamide). As a reaction SMILES: [NH2:1][C:2]1[N:6]([C:7]2[C:12]([Cl:13])=[CH:11][C:10]([C:14]([F:17])([F:16])[F:15])=[CH:9][C:8]=2[Cl:18])[N:5]=[C:4]([S:19][CH3:20])[C:3]=1[C:21]#[N:22].[OH:23]O.[OH-].[NH4+].CO>O>[NH2:1][C:2]1[N:6]([C:7]2[C:12]([Cl:13])=[CH:11][C:10]([C:14]([F:17])([F:15])[F:16])=[CH:9][C:8]=2[Cl:18])[N:5]=[C:4]([S:19][CH3:20])[C:3]=1[C:21]([NH2:22])=[O:23] |f:2.3|. Procedure details: A mixture of 5-amino-3-methylsulfanyl-1-(2,6-dichloro-4-trifluoromethylphenyl)-1H-pyrazole-4-carbonitrile (2.7 g, 7.35 mmol), 30% hydrogen peroxide (10 ml), ammonium hydroxide (90 ml), methanol (70 ml) and water (15 ml) was stirred in a pressure reactor for 10 hours. The mixture was filtered and washed with water to give an off-white solid. The filtrate was diluted with water and extracted with ethyl acetate. The organic layer was dried and concentrated to recover more product as an off-white so... Starting materials: O.[OH-].[Ba+2].[OH-] (barium hydroxide hydrate), C(C1=CC=CC=C1)N1CC(CC1)CO (N-benzyl-3-hydroxymethylpyrrolidine). The reagents and catalysts are [O-2].[O-2].[Cr+4] (chromium dioxide). Solvent: O (water), S(O)(O)(=O)=O (sulfuric acid), S(O)(O)(=O)=O (sulfuric acid). Reaction conditions: time 16 hour. Yields the product C(C1=CC=CC=C1)N1CC(CC1)C(=O)O (N-benzyl-3-pyrrolidinecarboxylic acid). The yield is 6916.1%. Reaction SMILES: [CH2:1]([N:8]1[CH2:12][CH2:11][CH:10]([CH2:13][OH:14])[CH2:9]1)[C:2]1[CH:7]=[CH:6][CH:5]=[CH:4][CH:3]=1.[OH2:15].[OH-].[Ba+2].[OH-]>S(=O)(=O)(O)O.O.[O-2].[O-2].[Cr+4]>[CH2:1]([N:8]1[CH2:12][CH2:11][CH:10]([C:13]([OH:15])=[O:14])[CH2:9]1)[C:2]1[CH:7]=[CH:6][CH:5]=[CH:4][CH:3]=1 |f:1.2.3.4,7.8.9|. Reported procedure: A suspension of lithium aluminum hydride (7.50 g) in 150 ml THF was cooled to -5° C. A solution of methyl 1-benzyl-5-oxo-3-pyrrolidine carboxylate (0.064 moles, 15.0 g) in THF was added dropwise. The mixture was heated to 40° C. for 16 hours. Water (25 ml) was added. The mixture was filtered and extracted with ether. The organic phase was washed with water, dried over sodium sulfate and concentrated to yield 11.65 g of N-benzyl-3-hydroxymethylpyrrolidine. (MS) The alcohol (0.06 moles, 11.5 g) in... Conditions: temperature 20 celsius, time 18 hour. Run in C(Cl)Cl (DCM). RXN SMILES: [CH2:1]([O:4][C:5]1[CH:13]=[CH:12][CH:11]=[CH:10][C:6]=1[C:7]([OH:9])=[O:8])[CH2:2][CH3:3].[Cl:14][S:15](O)(=[O:17])=[O:16].S(Cl)(Cl)=O>C(Cl)Cl>[Cl:14][S:15]([C:11]1[CH:12]=[CH:13][C:5]([O:4][CH2:1][CH2:2][CH3:3])=[C:6]([CH:10]=1)[C:7]([OH:9])=[O:8])(=[O:17])=[O:16]. Yields the product ClS(=O)(=O)C=1C=CC(=C(C(=O)O)C1)OCCC (5-(Chlorosulfonyl)-2-propoxybenzoic acid). The reactants are C(CC)OC1=C(C(=O)O)C=CC=C1 (2-n-propoxybenzoic acid), ClS(=O)(=O)O (chlorosulphonic acid), S(=O)(Cl)Cl (thionyl chloride), ice, ice. Isolated yield 92.8%. Reported procedure: A solution of 2-n-propoxybenzoic acid (20 g, 111 mmol) in DCM (40 ml) was added dropwise over 30 min to a mixture of chlorosulphonic acid (30 ml, 440 mmol) and thionyl chloride (8.1 ml, 110 mmol) at −10° C. whilst keeping the temperature below 0° C. The mixture was slowly warmed to 20° C. and stirred for 18 h. The reaction mixture was cautiously poured onto crushed ice (260 g), keeping the temperature below 0° C. The ice slurry was stirred for 20 min and then the precipitated white solid was fil... The reactants are O.NN (hydrazine hydrate), CSC=1C=CC(=C(C(=O)C2=C(C=CC=C2)Cl)C1)N1C(=NN=C1C)CN1C(C=2C(C1=O)=CC=CC2)=O (5-methylthio-2'-chloro-2-[3-(phthalimidomethyl)-5-methyl-4H-1,2,4-triazol-4-yl]benzophenone). Solvent: C(C)O (ethanol). The product is CSC=1C=CC2=C(C(=NCC=3N2C(=NN3)C)C3=C(C=CC=C3)Cl)C1 (8-methylthio-1-methyl-6-(o-chlorophenyl)-4H-s-triazolo[4,3-a][1,4]benzodiazepine). RXN SMILES: [CH3:1][S:2][C:3]1[CH:4]=[CH:5][C:6]([N:18]2[C:22]([CH3:23])=[N:21][N:20]=[C:19]2[CH2:24][N:25]2C(=O)C3=CC=CC=C3C2=O)=[C:7]([CH:17]=1)[C:8]([C:10]1[CH:15]=[CH:14][CH:13]=[CH:12][C:11]=1[Cl:16])=O.O.NN>C(O)C>[CH3:1][S:2][C:3]1[CH:4]=[CH:5][C:6]2[N:18]3[C:22]([CH3:23])=[N:21][N:20]=[C:19]3[CH2:24][N:25]=[C:8]([C:10]3[CH:15]=[CH:14][CH:13]=[CH:12][C:11]=3[Cl:16])[C:7]=2[CH:17]=1 |f:1.2|. Procedure details: In the manner given in Example 5, 5-methylthio-2'-chloro-2-[3-(phthalimidomethyl)-5-methyl-4H-1,2,4-triazol-4-yl]benzophenone was heated in ethanol with hydrazine hydrate to give 8-methylthio-1-methyl-6-(o-chlorophenyl)-4H-s-triazolo[4,3-a][1,4]benzodiazepine. Reactants: liquid, N (ammonia), CC1=C(OCC=NO)C=CC(=C1C)CCOCC (2-[2,3-dimethyl-4-(2-ethoxyethyl)-phenoxy]-acetaldehyde oxime), [H][H] (Hydrogen), [H][H] (hydrogen). The reagents and catalysts are [Ni] (Raney nickel), [Ni] (Raney nickel). Run in CO (methanol). Conditions: temperature 100 celsius, time 1.5 hour. Yields the product CC1=C(OCCN)C=CC(=C1C)CCOCC (2-[2,3-dimethyl-4-(2-ethoxyethyl)phenoxy]ethylamine). Yield: 85.0%. Reaction SMILES: N.[H][H].[CH3:4][C:5]1[C:15]([CH3:16])=[C:14]([CH2:17][CH2:18][O:19][CH2:20][CH3:21])[CH:13]=[CH:12][C:6]=1[O:7][CH2:8][CH:9]=[N:10]O>[Ni].CO>[CH3:4][C:5]1[C:15]([CH3:16])=[C:14]([CH2:17][CH2:18][O:19][CH2:20][CH3:21])[CH:13]=[CH:12][C:6]=1[O:7][CH2:8][CH2:9][NH2:10]. Reported procedure: Into a 20-liter autoclave charged were Raney nickel prepared (50 g as 50% alloy), 10 liters of methanol and 1.5 kg of liquid ammonia. After the hydrogen pressure was adjusted to 20 atm., the mixture was heated to 100° C. with stirring and stirred for one hour. Into the mixture of activated Raney nickel thus obtained was charged 820 g of 2-[2,3-dimethyl-4-(2-ethoxyethyl)-phenoxy]-acetaldehyde oxime. Hydrogen was introduced until 20 atm., and the mixture was heated and stirred at 100° C. Absorptio... The reactants are CCc1cccc(C)c1C(=O)O, NC1CCCC1N1CCCC1. The product is CCc1cccc(C)c1C(=O)NC1CCCC1N1CCCC1. RXN SMILES: [CH2:12]([CH3:13])[c:14]1[c:15]([C:16](=[O:17])[OH:18])[c:19]([CH3:23])[cH:20][cH:21][cH:22]1.[N:1]1([CH:6]2[CH:7]([NH2:11])[CH2:8][CH2:9][CH2:10]2)[CH2:2][CH2:3][CH2:4][CH2:5]1>>[N:1]1([CH:6]2[CH:7]([NH:11][C:16]([c:15]3[c:14]([CH2:12][CH3:13])[cH:22][cH:21][cH:20][c:19]3[CH3:23])=[O:17])[CH2:8][CH2:9][CH2:10]2)[CH2:2][CH2:3][CH2:4][CH2:5]1.